From a dataset of the Open Reaction Database (ORD), a public repository of structured organic reaction records. describe an organic reaction: reactants, conditions, products, and yield The reactants are CC(C)c1csc(C=Cc2ccn3c(=O)c(C=CC(=O)OC(C)(C)C)c(N4CCCC(O)C4)nc3c2)n1, CC(C)c1csc(C=Cc2ccn3c(=O)c(C=CC(=O)O)c(N4CCCC(O)C4)nc3c2)n1. Reaction SMILES: [OH:1][CH:2]1[CH2:3][N:4]([c:8]2[n:9][c:10]3[n:11]([c:12](=[O:23])[c:13]2[CH:14]=[CH:15][C:16](=[O:17])[O:18][C:19]([CH3:20])([CH3:21])[CH3:22])[cH:24][cH:25][c:26]([CH:28]=[CH:29][c:30]2[s:31][cH:32][c:33]([CH:35]([CH3:36])[CH3:37])[n:34]2)[cH:27]3)[CH2:5][CH2:6][CH2:7]1.[OH:38][CH:39]1[CH2:40][CH2:41][CH2:42][N:43]([c:44]2[n:45][c:46]3[cH:47][c:48]([CH:49]=[CH:50][c:51]4[s:52][cH:53][c:54]([CH:55]([CH3:56])[CH3:57])[n:58]4)[cH:59][cH:60][n:61]3[c:62](=[O:63])[c:64]2[CH:65]=[CH:66][C:67]([OH:68])=[O:69])[CH2:70]1>>[OH:1][CH:2]1[CH2:3][N:4]([c:8]2[n:9][c:10]3[n:11]([c:12](=[O:23])[c:13]2[CH:14]=[CH:15][C:16](=[O:17])[OH:18])[cH:24][cH:25][c:26]([CH:28]=[CH:29][c:30]2[s:31][cH:32][c:33]([CH:35]([CH3:36])[CH3:37])[n:34]2)[cH:27]3)[CH2:5][CH2:6][CH2:7]1. The product is CC(C)c1csc(C=Cc2ccn3c(=O)c(C=CC(=O)O)c(N4CCCC(O)C4)nc3c2)n1. Starting materials: C(C)[S-].[Na+] (Sodium ethanethiolate), IC (iodomethane), [H-].[Na+] (Sodium hydride), FC=1C=C2C(=C(C(=NC2=CC1OC)C1=CC(=CC=C1)C(F)(F)F)C)C(=O)O (6-fluoro-3-methyl-7-(methyloxy)-2-[3-(trifluoromethyl)phenyl]-4-quinolinecarboxylic acid). The solvent is CS(=O)C (dimethyl sulfoxide), O (water). Conditions: time 20 minute. Product: C(C)SC=1C=C2C(=C(C(=NC2=CC1OC)C1=CC(=CC=C1)C(F)(F)F)C)C(=O)OC (methyl 6-(ethylthio)-3-methyl-7-(methyloxy)-2-[3-(trifluoromethyl)phenyl]-4-quinolinecarboxylate). Yield: 76.8%. Reaction SMILES: [H-].[Na+].F[C:4]1[CH:5]=[C:6]2[C:11](=[CH:12][C:13]=1[O:14][CH3:15])[N:10]=[C:9]([C:16]1[CH:21]=[CH:20][CH:19]=[C:18]([C:22]([F:25])([F:24])[F:23])[CH:17]=1)[C:8]([CH3:26])=[C:7]2[C:27]([OH:29])=[O:28].[CH2:30]([S-:32])[CH3:31].[Na+].I[CH3:35]>CS(C)=O.O>[CH2:30]([S:32][C:4]1[CH:5]=[C:6]2[C:11](=[CH:12][C:13]=1[O:14][CH3:15])[N:10]=[C:9]([C:16]1[CH:21]=[CH:20][CH:19]=[C:18]([C:22]([F:24])([F:25])[F:23])[CH:17]=1)[C:8]([CH3:26])=[C:7]2[C:27]([O:29][CH3:35])=[O:28])[CH3:31] |f:0.1,3.4|. Procedure details: Sodium hydride (1.27 g, 31.6 mmol) was added portionwise to a suspension of 6-fluoro-3-methyl-7-(methyloxy)-2-[3-(trifluoromethyl)phenyl]-4-quinolinecarboxylic acid (8.0 g, 21.09 mmol) in dimethyl sulfoxide (50 mL). The mixture was stirred for 20 min. Sodium ethanethiolate (2.168 g, 23.20 mmol) was added and the resulting mixture was stirred at 100° C. for 1 h. The mixture was cooled to room temperature, iodomethane (3.96 mL, 63.3 mmol) was added, and the mixture was stirred for 2 h. The reactio...